describe an organic reaction: reactants, conditions, products, and yield From a dataset of the Open Reaction Database (ORD), a public repository of structured organic reaction records. Starting materials: FC=1C=C2C=CC=C(C2=CC1)N1C[C@@H](N(CC1)CC[C@@H]1OCCC2=C1C=CC(=C2)N)C ((1S)-1-{2-[(2S)-4-(6-fluoro-1-naphthyl)-2-methyl-piperazinyl]ethyl}-3,4-dihydro-1H-2-benzopyran-6-amine), N1=CC=CC=C1 (pyridine), ClC(=O)OCCCl (2-chloroethyl chloroformate). Solvent: CN(C)C=O (DMF). Conditions: time 2 hour. Product: FC=1C=C2C=CC=C(C2=CC1)N1C[C@H](N(CC1)CC[C@@H]1OCCC2=C1C=CC(=C2)N2C(OCC2)=O)C (3-((1S)-1-{2-[(2R)-4-(6-fluoro-1-naphthyl)-2-methylpiperazinyl]-ethyl}-3,4-dihydro-1H-2-benzopyran-6-yl)-1,3-oxazolidin-2-one). Reaction SMILES: [F:1][C:2]1[CH:3]=[C:4]2[C:9](=[CH:10][CH:11]=1)[C:8]([N:12]1[CH2:17][CH2:16][N:15]([CH2:18][CH2:19][C@H:20]3[C:25]4[CH:26]=[CH:27][C:28]([NH2:30])=[CH:29][C:24]=4[CH2:23][CH2:22][O:21]3)[C@@H:14]([CH3:31])[CH2:13]1)=[CH:7][CH:6]=[CH:5]2.N1C=CC=CC=1.Cl[C:39]([O:41][CH2:42][CH2:43]Cl)=[O:40]>CN(C=O)C>[F:1][C:2]1[CH:3]=[C:4]2[C:9](=[CH:10][CH:11]=1)[C:8]([N:12]1[CH2:17][CH2:16][N:15]([CH2:18][CH2:19][C@H:20]3[C:25]4[CH:26]=[CH:27][C:28]([N:30]5[CH2:43][CH2:42][O:41][C:39]5=[O:40])=[CH:29][C:24]=4[CH2:23][CH2:22][O:21]3)[C@H:14]([CH3:31])[CH2:13]1)=[CH:7][CH:6]=[CH:5]2. Procedure details: To a solution of (1S)-1-{2-[(2S)-4-(6-fluoro-1-naphthyl)-2-methyl-piperazinyl]ethyl}-3,4-dihydro-1H-2-benzopyran-6-amine (0.217 g, mmol) in dry DMF (5 mL) was added pyridine (0.05 mL, mmol) and 2-chloroethyl chloroformate (0.055 mL, mmol), and the reaction stirred at room temperature under nitrogen for 2 h. The reaction was quenched by addition of 2M sodium hydroxide (3 mL), diluted with water and extracted into dichloromethane. The combined organic extracts were dried (MgSO4), filtered and evap... Starting materials: N1N=CC=C1 (pyrazole), ClC=1N=C(C2=C(N1)SC(=C2Cl)C)NCC2=CC(=C(C=C2)Cl)Cl (2,5-dichloro-6-methyl-4-(3,4-dichlorobenzylamino)-thieno-[2,3-d]-pyrimidine). Product: N1(N=CC=C1)C=1N=C(C2=C(N1)SC(=C2Cl)C)NCC2=CC(=C(C=C2)Cl)Cl (2-(pyrazol-1-yl)-5-chloro-6-methyl-4-(3,4-dichlorobenzylamino)-thieno-[2,3-d]-pyrimidine). As a reaction SMILES: [NH:1]1[CH:5]=[CH:4][CH:3]=[N:2]1.Cl[C:7]1[N:8]=[C:9]([NH:18][CH2:19][C:20]2[CH:25]=[CH:24][C:23]([Cl:26])=[C:22]([Cl:27])[CH:21]=2)[C:10]2[C:15]([Cl:16])=[C:14]([CH3:17])[S:13][C:11]=2[N:12]=1>>[N:1]1([C:7]2[N:8]=[C:9]([NH:18][CH2:19][C:20]3[CH:25]=[CH:24][C:23]([Cl:26])=[C:22]([Cl:27])[CH:21]=3)[C:10]3[C:15]([Cl:16])=[C:14]([CH3:17])[S:13][C:11]=3[N:12]=2)[CH:5]=[CH:4][CH:3]=[N:2]1. Reported procedure: Following the procedure of Example 97, the reaction of pyrazole with 2,5-dichloro-6-methyl-4-(3,4-dichlorobenzylamino)-thieno-[2,3-d]-pyrimidine gives 2-(pyrazol-1-yl)-5-chloro-6-methyl-4-(3,4-dichlorobenzylamino)-thieno-[2,3-d]-pyrimidine. The product is Cc1ccc(C)n1NC(=O)CCl. Reaction SMILES: [CH2:26]([Cl:27])[Cl:28].[CH3:1][c:2]1[n:3]([NH2:8])[c:4]([CH3:7])[cH:5][cH:6]1.[CH3:20][CH2:21][O:22][C:23](=[O:24])[CH3:25].[Cl:15][CH2:16][C:17](=[O:18])[Cl:19].[cH:9]1[cH:10][cH:11][n:12][cH:13][cH:14]1>>[CH3:1][c:2]1[n:3]([NH:8][C:17]([CH2:16][Cl:15])=[O:18])[c:4]([CH3:7])[cH:5][cH:6]1. Starting materials: ClCCl, Cc1ccc(C)n1N, CCOC(C)=O, O=C(Cl)CCl, c1ccncc1. Reactants: CN1C(=CC2=CC=CC=C12)C(=O)Cl (1-methyl-1H-indole-2-carbonyl chloride), NC1=NC=C(C2=C1C(=CS2)C2=CC(=C(C=C2)N)OC)NC(CCN2CCN(CC2)C)=O (N-[4-amino-3-(4-amino-3-methoxyphenyl)thieno[3,2-c]pyridin-7-yl]-3-(4-methylpiperazin-1-yl)propanamide). Yields the product NC1=NC=C(C2=C1C(=CS2)C2=CC(=C(C=C2)NC(=O)C=2N(C1=CC=CC=C1C2)C)OC)NC(CCN2CCN(CC2)C)=O (N-[4-(4-amino-7-{[3-(4-methylpiperazin-1-yl)propanoyl]amino}thieno[3,2-c]pyridin-3-yl)-2-methoxyphenyl]-1-methyl-1H-indole-2-carboxamide). Reaction SMILES: [CH3:1][N:2]1[C:10]2[C:5](=[CH:6][CH:7]=[CH:8][CH:9]=2)[CH:4]=[C:3]1[C:11](Cl)=[O:12].[NH2:14][C:15]1[C:20]2[C:21]([C:24]3[CH:29]=[CH:28][C:27]([NH2:30])=[C:26]([O:31][CH3:32])[CH:25]=3)=[CH:22][S:23][C:19]=2[C:18]([NH:33][C:34](=[O:44])[CH2:35][CH2:36][N:37]2[CH2:42][CH2:41][N:40]([CH3:43])[CH2:39][CH2:38]2)=[CH:17][N:16]=1>>[NH2:14][C:15]1[C:20]2[C:21]([C:24]3[CH:29]=[CH:28][C:27]([NH:30][C:11]([C:3]4[N:2]([CH3:1])[C:10]5[C:5]([CH:4]=4)=[CH:6][CH:7]=[CH:8][CH:9]=5)=[O:12])=[C:26]([O:31][CH3:32])[CH:25]=3)=[CH:22][S:23][C:19]=2[C:18]([NH:33][C:34](=[O:44])[CH2:35][CH2:36][N:37]2[CH2:38][CH2:39][N:40]([CH3:43])[CH2:41][CH2:42]2)=[CH:17][N:16]=1. Reported procedure: The title compound was prepared using 1-methyl-1H-indole-2-carbonyl chloride, N-[4-amino-3-(4-amino-3-methoxyphenyl)thieno[3,2-c]pyridin-7-yl]-3-(4-methylpiperazin-1-yl)propanamide, and the procedure described in General Procedure F. m/z (M+H)+ 598.4. The reactants are CCCc1nc2c(C)ccnc2n1Cc1ccc2nn(-c3ccccc3C(=O)OCC)c(Br)c2c1, CCO, [Na+], [OH-], O. The product is CCCc1nc2c(C)ccnc2n1Cc1ccc2nn(-c3ccccc3C(=O)O)c(Br)c2c1. Reaction SMILES: [Br:6][c:7]1[n:8](-[c:30]2[c:31]([C:36](=[O:37])[O:38][CH2:39][CH3:40])[cH:32][cH:33][cH:34][cH:35]2)[n:9][c:10]2[cH:11][cH:12][c:13]([CH2:16][n:17]3[c:18]([CH2:27][CH2:28][CH3:29])[n:19][c:20]4[c:21]3[n:22][cH:23][cH:24][c:25]4[CH3:26])[cH:14][c:15]12.[CH3:1][CH2:2][OH:3].[Na+:5].[OH-:4].[OH2:41]>>[Br:6][c:7]1[n:8](-[c:30]2[c:31]([C:36](=[O:37])[OH:38])[cH:32][cH:33][cH:34][cH:35]2)[n:9][c:10]2[cH:11][cH:12][c:13]([CH2:16][n:17]3[c:18]([CH2:27][CH2:28][CH3:29])[n:19][c:20]4[c:21]3[n:22][cH:23][cH:24][c:25]4[CH3:26])[cH:14][c:15]12. Starting materials: CO, CO, [K+], [OH-], CC(C)(Cc1cc(-c2ccc(OCc3cc(-c4ccccc4)on3)cc2)on1)C(=O)[O-]. The product is Oc1cc(-c2ccc(OCc3cc(-c4ccccc4)on3)cc2)on1. As a reaction SMILES: [CH3:32][OH:33].[CH3:34][OH:35].[K+:37].[OH-:36].[c:1]1(-[c:7]2[cH:8][c:9]([CH2:12][O:13][c:14]3[cH:15][cH:16][c:17](-[c:20]4[cH:21][c:22]([CH2:25][C:26]([CH3:27])([CH3:28])[C:29]([O-:30])=[O:31])[n:23][o:24]4)[cH:18][cH:19]3)[n:10][o:11]2)[cH:2][cH:3][cH:4][cH:5][cH:6]1>>[c:1]1(-[c:7]2[cH:8][c:9]([CH2:12][O:13][c:14]3[cH:15][cH:16][c:17](-[c:20]4[cH:21][c:22]([OH:33])[n:23][o:24]4)[cH:18][cH:19]3)[n:10][o:11]2)[cH:2][cH:3][cH:4][cH:5][cH:6]1. Starting materials: CC(C)(C)S(=O)N=C1CCC2CN(Cc3ccccc3)CC12, Cl, C1CCOC1. Product: O=C1CCC2CN(Cc3ccccc3)CC12. RXN SMILES: [CH2:1]([c:2]1[cH:3][cH:4][cH:5][cH:6][cH:7]1)[N:8]1[CH2:9][CH:10]2[CH:11]([CH2:12]1)[C:13](=[N:16][S:17]([C:18]([CH3:19])([CH3:20])[CH3:21])=[O:22])[CH2:14][CH2:15]2.[ClH:23].[O:24]1[CH2:25][CH2:26][CH2:27][CH2:28]1>>[CH2:1]([c:2]1[cH:3][cH:4][cH:5][cH:6][cH:7]1)[N:8]1[CH2:9][CH:10]2[CH:11]([CH2:12]1)[C:13](=[O:24])[CH2:14][CH2:15]2. Reactants: [N+](=O)([O-])C1=C(C=CC=C1OC)C=C(C)[N+](=O)[O-] (1-(2-Nitro-3-methoxyphenyl)-2-nitropropene), CCOC(=O)C (EtOAc), C(C)(=O)O (acetic acid). Reagents/catalysts: [Pd] (Pd/C). Solvent: CCO (EtOH). Reaction conditions: time 3 hour. Yields the product CC=1NC2=C(C=CC=C2C1)OC (2-methyl-7-methoxyindole). Yield: 27.8%. As a reaction SMILES: [N+]([C:4]1[C:9]([O:10][CH3:11])=[CH:8][CH:7]=[CH:6][C:5]=1[CH:12]=[C:13]([N+:15]([O-])=O)[CH3:14])([O-])=O.CCOC(C)=O.C(O)(=O)C>[Pd].CCO>[CH3:14][C:13]1[NH:15][C:4]2[C:5]([CH:12]=1)=[CH:6][CH:7]=[CH:8][C:9]=2[O:10][CH3:11]. Reported procedure: To a 2 L hydrogenation flask were added 1-(2-Nitro-3-methoxyphenyl)-2-nitropropene (44 g, 0.1850 mol), 10% Pd/C (4.4 g, 50% water wet), EtOAc (600 mL), acetic acid (90 mL) and absolute EtOH (75 mL). The reaction mixture was hydrogenated at <60 psi for 3 h and then filtered. The cake was washed with EtOAc (3×100 mL). The filterate was concentrated to remove EtOAc and EtOH. DI water (200 mL) was then added slowly. The resulting slurry was stirred for 0.5 h at RT and filtered. The cake was washed w... Starting materials: CC(C)(C)[O-], CCOCC, CCOC(C)=O, Cl, [K+], [Na+], O=C([O-])O, C1CCOC1, COC(=O)CCC(C(N)=O)N1Cc2c(OCc3ccc(Cn4nccn4)cc3)cccc2C1=O. The product is O=C1CCC(N2Cc3c(OCc4ccc(Cn5nccn5)cc4)cccc3C2=O)C(=O)N1. RXN SMILES: [CH3:35][C:36]([CH3:37])([O-:38])[CH3:39].[CH3:52][CH2:53][O:54][CH2:55][CH3:56].[CH3:57][CH2:58][O:59][C:60]([CH3:61])=[O:62].[ClH:41].[K+:40].[Na+:46].[O-:42][C:43]([OH:44])=[O:45].[O:47]1[CH2:48][CH2:49][CH2:50][CH2:51]1.[n:1]1[n:2]([CH2:6][c:7]2[cH:8][cH:9][c:10]([CH2:11][O:12][c:13]3[c:14]4[c:18]([cH:19][cH:20][cH:21]3)[C:17](=[O:22])[N:16]([CH:23]([CH2:24][CH2:25][C:26]([O:28][CH3:27])=[O:29])[C:30](=[O:31])[NH2:32])[CH2:15]4)[cH:33][cH:34]2)[n:3][cH:4][cH:5]1>>[n:1]1[n:2]([CH2:6][c:7]2[cH:8][cH:9][c:10]([CH2:11][O:12][c:13]3[c:14]4[c:18]([cH:19][cH:20][cH:21]3)[C:17](=[O:22])[N:16]([CH:23]3[CH2:24][CH2:25][C:26](=[O:28])[NH:32][C:30]3=[O:31])[CH2:15]4)[cH:33][cH:34]2)[n:3][cH:4][cH:5]1. Product: N=C(Nc1ccc2c(c1)SCCN2C1CCNC1)c1cccs1. As a reaction SMILES: [CH3:32][OH:33].[ClH:31].[s:1]1[c:2]([C:6]([NH:7][c:8]2[cH:9][cH:10][c:11]3[c:12]([cH:29]2)[S:13][CH2:14][CH2:15][N:16]3[CH:17]2[CH2:18][N:19]([C:22]([O:23][C:24]([CH3:25])([CH3:26])[CH3:27])=[O:28])[CH2:20][CH2:21]2)=[NH:30])[cH:3][cH:4][cH:5]1>>[s:1]1[c:2]([C:6]([NH:7][c:8]2[cH:9][cH:10][c:11]3[c:12]([cH:29]2)[S:13][CH2:14][CH2:15][N:16]3[CH:17]2[CH2:18][NH:19][CH2:20][CH2:21]2)=[NH:30])[cH:3][cH:4][cH:5]1. Reactants: CO, Cl, CC(C)(C)OC(=O)N1CCC(N2CCSc3cc(NC(=N)c4cccs4)ccc32)C1.